From a dataset of the Open Reaction Database (ORD), a public repository of structured organic reaction records. describe an organic reaction: reactants, conditions, products, and yield Starting materials: CC(C(C)=O)C(C)=O (3-methyl-2,4-pentandione), C(C=C)(=O)OCC (ethyl acrylate). Reagents/catalysts: N12CCCCCC2=NCCC1 (1,8-diazabicyclo-[5.4.0]-undec-7-ene). Run in C(C)OCC (diethyl ether). Run at time 16 hour. Product: C(C)OC(CCC(C(C)=O)(C)C(C)=O)=O (4-acetyl-4-methyl-5-oxo-hexanoic acid ethyl ester). Yield: 59.3%. As a reaction SMILES: [CH3:1][CH:2]([C:6](=[O:8])[CH3:7])[C:3](=[O:5])[CH3:4].[C:9]([O:13][CH2:14][CH3:15])(=[O:12])[CH:10]=[CH2:11]>N12CCCN=C1CCCCC2.C(OCC)C>[CH2:14]([O:13][C:9](=[O:12])[CH2:10][CH2:11][C:2]([C:6](=[O:8])[CH3:7])([CH3:1])[C:3](=[O:5])[CH3:4])[CH3:15]. Reported procedure: 30 g of 3-methyl-2,4-pentandione and 0.4 g of 1,8-diazabicyclo-[5.4.0]-undec-7-ene were mixed and 39.3 g of ethyl acrylate was added dropwise with the temperature being controlled by cooling with ice. Stirring was continued for 16 hours, the base was neutralized, 50 ml of diethyl ether was added, and the mixture was extracted with an aqueous sodium carbonate solution and water. Fractional distillation of the organic layer yielded 33.4 g of 4-acetyl-4-methyl-5-oxo-hexanoic acid ethyl ester (boili... Starting materials: C(C1=CC=CC=C1)OC1=CC(=C(C(=C1)C)CC(=O)OCC1=CC=CC=C1)C (benzyl 2-(4-benzyloxy-2,6-dimethylphenyl)acetate), CO (methanol), solid, [OH-].[Na+] (sodium hydroxide). Solvent: O (water). Yields the product C(C1=CC=CC=C1)OC1=CC(=C(C(=C1)C)CC(=O)O)C (2-(4-benzyloxy-2,6-dimethylphenyl)acetic acid). Isolated yield 80.0%. As a reaction SMILES: [CH2:1]([O:8][C:9]1[CH:14]=[C:13]([CH3:15])[C:12]([CH2:16][C:17]([O:19]CC2C=CC=CC=2)=[O:18])=[C:11]([CH3:27])[CH:10]=1)[C:2]1[CH:7]=[CH:6][CH:5]=[CH:4][CH:3]=1.CO.[OH-].[Na+]>O>[CH2:1]([O:8][C:9]1[CH:10]=[C:11]([CH3:27])[C:12]([CH2:16][C:17]([OH:19])=[O:18])=[C:13]([CH3:15])[CH:14]=1)[C:2]1[CH:3]=[CH:4][CH:5]=[CH:6][CH:7]=1 |f:2.3|. Procedure: 0.35 g of benzyl 2-(4-benzyloxy-2,6-dimethylphenyl)acetate was shaken overnight with a mixture of 7 ml of methanol, 0.7 ml of water and 0.28 g of solid sodium hydroxide. The resulting solution was evaporated and the residue was partitioned between 50 ml of methylene chloride and 25 ml of 2M hydrochloric acid. The organic layer was dried over anhydrous sodium sulfate and evaporated. The solid residue was recrystallized from a mixture of 3 ml of methanol and 3 ml of water to give 0.21 g of 2-(4-be... Starting materials: C1CCOC1, CO, [Li+], COC(=O)c1[nH]c(C(N)=O)cc1Cl, [OH-]. The product is NC(=O)c1cc(Cl)c(C(=O)O)[nH]1. RXN SMILES: [CH2:16]1[O:17][CH2:18][CH2:19][CH2:20]1.[CH3:21][OH:22].[Li+:2].[NH2:3][C:4](=[O:5])[c:6]1[cH:7][c:8]([Cl:15])[c:9]([C:11](=[O:12])[O:13][CH3:14])[nH:10]1.[OH-:1]>>[NH2:3][C:4](=[O:5])[c:6]1[cH:7][c:8]([Cl:15])[c:9]([C:11](=[O:12])[OH:13])[nH:10]1.